Dataset: the Open Reaction Database (ORD), a public repository of structured organic reaction records. Task: describe an organic reaction: reactants, conditions, products, and yield Starting materials: C(C)OC(C=C(OCC)N)=O (β-amino-β-ethoxyacrylic acid ethyl ester), C1(=CC=C(C=C1)S(=O)(=O)O)C (p-toluenesulphonic acid), CC(C1=CC(=C(C=C1)Cl)Cl)NN (α-methyl-3,4-dichlorobenzylhydrazine). The solvent is C(C)O (ethanol), C(C)O (ethanol), C(Cl)Cl (methylene chloride). Reaction conditions: time 2 hour. The product is NC=1NN(C(C1)=O)C(C1=CC(=C(C=C1)Cl)Cl)C (3-Amino-1-(α-methyl-3,4-dichlorobenzyl)-pyrazol-5-one). As a reaction SMILES: [CH3:1][CH:2]([NH:11][NH2:12])[C:3]1[CH:8]=[CH:7][C:6]([Cl:9])=[C:5]([Cl:10])[CH:4]=1.C([O:15][C:16](=O)[CH:17]=[C:18]([NH2:22])OCC)C.C1(C)C=CC(S(O)(=O)=O)=CC=1>C(O)C.C(Cl)Cl>[NH2:22][C:18]1[NH:12][N:11]([CH:2]([CH3:1])[C:3]2[CH:8]=[CH:7][C:6]([Cl:9])=[C:5]([Cl:10])[CH:4]=2)[C:16](=[O:15])[CH:17]=1. Reported procedure: 41 g of α-methyl-3,4-dichlorobenzylhydrazine, dissolved in absolute ethanol, were added dropwise to a solution of 31.8 g of β-amino-β-ethoxyacrylic acid ethyl ester and 1.5 g of p-toluenesulphonic acid in 150 ml of ethanol at room temperature under nitrogen gas. After stirring for 2 hours and standing overnight, the reaction solution was concentrated as far as possibile on a rotary evaporator. The residue which remained was dissolved in 2 N sodium hydroxide solution. Any unconverted starting pro...